This data is from the Open Reaction Database (ORD), a public repository of structured organic reaction records. The task is: describe an organic reaction: reactants, conditions, products, and yield As a reaction SMILES: C[C@H:2]1[C@:19](O)([C:20](CO)=[O:21])[C@:18]2([CH3:25])[C@H:4]([C@H:5]3[C@:15]([F:27])([C@@H:16]([OH:26])[CH2:17]2)[C@:14]2([CH3:28])[C:8](=[CH:9][C:10]([CH:12]=[CH:13]2)=[O:11])[C@@H:7]([F:29])[CH2:6]3)[CH2:3]1.I(O)(=O)(=O)=[O:31]>CO.O>[F:29][C@@H:7]1[C:8]2[C@:14]([CH3:28])([CH:13]=[CH:12][C:10](=[O:11])[CH:9]=2)[C@:15]2([F:27])[C@H:5]([C@H:4]3[C@@:18]([CH2:17][C@@H:16]2[OH:26])([CH3:25])[C@@H:19]([C:20]([OH:21])=[O:31])[CH2:2][CH2:3]3)[CH2:6]1. The reactants are C[C@@H]1C[C@H]2[C@@H]3C[C@@H](C4=CC(=O)C=C[C@@]4([C@]3([C@H](C[C@@]2([C@]1(C(=O)CO)O)C)O)F)C)F (6α-Fluoro-dexamethasone), I(=O)(=O)(=O)O (periodic acid). Solvent: CO (methanol), O (water). Product: F[C@H]1C[C@H]2[C@@H]3CC[C@@H]([C@@]3(C)C[C@@H]([C@@]2([C@]2(C=CC(C=C12)=O)C)F)O)C(=O)O (6α,9α-Difluoro-11β-hydroxy-1,4-androstadien-3-one 17β-carboxylic acid). Procedure: 6α-Fluoro-dexamethasone (2 g) dissolved in methanol (100 ml) was treated with stirring overnight at room temperature with 1.5 g periodic acid in water (25 ml). The mixture was evaporated to small bulk in a rotary evaporator at 50° C. and refrigerated for 3 hours. The acid was collected by filtration and washed 3 times with small volumes of water. Conditions: time 3 hour. Reactants: COC(=O)Cc1cc(Cl)cc(Oc2ccc([N+](=O)[O-])cc2CO)c1, COCCOC, BrP(Br)Br. The product is COC(=O)Cc1cc(Cl)cc(Oc2ccc([N+](=O)[O-])cc2CBr)c1. As a reaction SMILES: [CH3:1][O:2][C:3]([CH2:4][c:5]1[cH:6][c:7]([Cl:23])[cH:8][c:9]([O:11][c:12]2[c:13]([CH2:21][OH:22])[cH:14][c:15]([N+:18](=[O:19])[O-:20])[cH:16][cH:17]2)[cH:10]1)=[O:24].[CH3:29][O:30][CH2:31][CH2:32][O:33][CH3:34].[P:25]([Br:26])([Br:27])[Br:28]>>[CH3:1][O:2][C:3]([CH2:4][c:5]1[cH:6][c:7]([Cl:23])[cH:8][c:9]([O:11][c:12]2[c:13]([CH2:21][Br:26])[cH:14][c:15]([N+:18](=[O:19])[O-:20])[cH:16][cH:17]2)[cH:10]1)=[O:24]. The reactants are CCN=C=NCCCN(C)C, CCN(C(C)C)C(C)C, Cl, O=C(c1ccccc1C(F)(F)F)N1CCNCC1, CN(C)C=O, O, On1nnc2ccccc21, CN(CC(=O)O)C(=O)c1ccc(-c2ccccc2)cc1. The product is CN(CC(=O)N1CCN(C(=O)c2ccccc2C(F)(F)F)CC1)C(=O)c1ccc(-c2ccccc2)cc1. RXN SMILES: [CH3:40][CH2:41][N:42]=[C:43]=[N:44][CH2:45][CH2:46][CH2:47][N:48]([CH3:49])[CH3:50].[CH:1]([N:2]([CH2:3][CH3:4])[CH:5]([CH3:6])[CH3:7])([CH3:8])[CH3:9].[ClH:51].[N:52]1([C:58](=[O:59])[c:60]2[c:61]([C:66]([F:67])([F:68])[F:69])[cH:62][cH:63][cH:64][cH:65]2)[CH2:53][CH2:54][NH:55][CH2:56][CH2:57]1.[O:70]=[CH:71][N:72]([CH3:73])[CH3:74].[OH2:75].[OH:30][n:31]1[c:32]2[c:33]([cH:34][cH:35][cH:36][cH:37]2)[n:38][n:39]1.[c:10]1(-[c:24]2[cH:25][cH:26][cH:27][cH:28][cH:29]2)[cH:11][cH:12][c:13]([C:16](=[O:17])[N:18]([CH3:19])[CH2:20][C:21](=[O:22])[OH:23])[cH:14][cH:15]1>>[c:10]1(-[c:24]2[cH:25][cH:26][cH:27][cH:28][cH:29]2)[cH:11][cH:12][c:13]([C:16](=[O:17])[N:18]([CH3:19])[CH2:20][C:21](=[O:23])[N:55]2[CH2:54][CH2:53][N:52]([C:58](=[O:59])[c:60]3[c:61]([C:66]([F:67])([F:68])[F:69])[cH:62][cH:63][cH:64][cH:65]3)[CH2:57][CH2:56]2)[cH:14][cH:15]1. Reaction SMILES: [C:1]([C:3]1[CH:8]=[CH:7][C:6]([C:9]2[CH:14]=[CH:13][C:12]([N+:15]([O-])=O)=[CH:11][C:10]=2[CH3:18])=[CH:5][CH:4]=1)#[N:2]>CO.ClCCl.[Pd]>[NH2:15][C:12]1[CH:13]=[CH:14][C:9]([C:6]2[CH:7]=[CH:8][C:3]([C:1]#[N:2])=[CH:4][CH:5]=2)=[C:10]([CH3:18])[CH:11]=1. Reagents/catalysts: [Pd] (palladium on charcoal). Starting materials: C(#N)C1=CC=C(C=C1)C1=C(C=C(C=C1)[N+](=O)[O-])C (1-(4-Cyanophenyl)-2-methyl-4-nitrobenzene). The yield is 29.5%. The solvent is CO (methanol), ClCCl (dichloromethane). Yields the product NC1=CC(=C(C=C1)C1=CC=C(C=C1)C#N)C (4-amino-1-(4-cyanophenyl)-2-methylbenzene). Procedure details: 1-(4-Cyanophenyl)-2-methyl-4-nitrobenzene (9.7 gm, 40.76 mmol) was dissolved in a mixture of methanol and dichloromethane (1:1, 400 mL) and hydrogenated over 10% palladium on charcoal (970 mg) at 3 bar and 20° C. for 18 h. The mixture was filtered through Arbocel filter aid and concentrated under reduced pressure. The residue was purified by flash chromatography (gradient elution with hexane:ethyl acetate 20:1 to 1:1) to give 4-amino-1-(4-cyanophenyl)-2-methylbenzene (2.5 gm, 30%) as a brown oil... The reactants are C[C@@H](CCC)OC1=NC(=C2N=C(N(C2=N1)C1OCCCC1)OC)N (2-{[(1S)-1-Methylbutyl]oxy}-8-(methyloxy)-9-(tetrahydro-2H-pyran-2-yl)-9H-purin-6-amine), FC(C(=O)O)(F)F (Trifluoroacetic acid). Run in CO (methanol). Run at temperature 20 celsius, time 72 hour. Yields the product FC(C(=O)O)(F)F.C[C@@H](CCC)OC1=NC(=C2N=C(NC2=N1)OC)N (2-{[(1S)-1-Methylbutyl]oxy}-8-(methyloxy)-9H-purin-6-amine trifluoroacetate salt), solid. As a reaction SMILES: [CH3:1][C@H:2]([O:6][C:7]1[N:15]=[C:14]2[C:10]([N:11]=[C:12]([O:22][CH3:23])[N:13]2C2CCCCO2)=[C:9]([NH2:24])[N:8]=1)[CH2:3][CH2:4][CH3:5].[F:25][C:26]([F:31])([F:30])[C:27]([OH:29])=[O:28]>CO>[F:25][C:26]([F:31])([F:30])[C:27]([OH:29])=[O:28].[CH3:1][C@H:2]([O:6][C:7]1[N:15]=[C:14]2[C:10]([N:11]=[C:12]([O:22][CH3:23])[NH:13]2)=[C:9]([NH2:24])[N:8]=1)[CH2:3][CH2:4][CH3:5] |f:3.4|. Procedure details: 2-{[(1S)-1-Methylbutyl]oxy}-8-(methyloxy)-9-(tetrahydro-2H-pyran-2-yl)-9H-purin-6-amine (6 g, 17.89 mmol) was dissolved in methanol (50 ml). Trifluoroacetic acid (20.67 ml, 268 mmol) was added dropwise, and the mixture stirred at 20° C. for 72 hours under an atmosphere of nitrogen. The solvent was removed in vacuo, and the resulting solid was washed with ethyl acetate and filtered. The filtrate was stripped and the residue washed with ethyl acetate. The combined solid residues were dried in the ... Starting materials: CC(=O)Oc1cccc(OCc2ccccc2C(=O)O)c1C=O, [CH3], CCO, [Na+], [OH-]. Yields the product O=Cc1c(O)cccc1OCc1ccccc1C(=O)O. RXN SMILES: [C:2](=[O:3])([CH3:4])[O:5][c:6]1[c:7]([CH:23]=[O:24])[c:8]([O:9][CH2:10][c:11]2[c:12]([C:13](=[O:14])[OH:15])[cH:16][cH:17][cH:18][cH:19]2)[cH:20][cH:21][cH:22]1.[CH3:1].[CH3:27][CH2:28][OH:29].[Na+:26].[OH-:25]>>[OH:5][c:6]1[c:7]([CH:23]=[O:24])[c:8]([O:9][CH2:10][c:11]2[c:12]([C:13](=[O:14])[OH:15])[cH:16][cH:17][cH:18][cH:19]2)[cH:20][cH:21][cH:22]1. Reactants: NC1CCN(C(=O)OCc2ccccc2)C1, O=C1CCCCC1. Yields the product O=C(OCc1ccccc1)N1CCC(NC2CCCCC2)C1. As a reaction SMILES: [C:1](=[O:2])([O:3][CH2:4][c:5]1[cH:6][cH:7][cH:8][cH:9][cH:10]1)[N:11]1[CH2:12][CH:13]([NH2:16])[CH2:14][CH2:15]1.[O:17]=[C:18]1[CH2:19][CH2:20][CH2:21][CH2:22][CH2:23]1>>[C:1](=[O:2])([O:3][CH2:4][c:5]1[cH:6][cH:7][cH:8][cH:9][cH:10]1)[N:11]1[CH2:12][CH:13]([NH:16][CH:18]2[CH2:19][CH2:20][CH2:21][CH2:22][CH2:23]2)[CH2:14][CH2:15]1. Reactants: ClC1=CC(=C(C=C1)N1C(N(C(=CC1=O)C(F)(F)F)C)=O)OC (3-(4-chloro-2-methoxyphenyl)-1-methyl-6-trifluoromethyluracil), ice water, C(O)([O-])=O.[Na+] (sodium hydrogencarbonate), B(Br)(Br)Br (boron tribromide). Run in ClCCl (dichloromethane). Run at time 3 hour. Yields the product ClC1=CC(=C(C=C1)N1C(N(C(=CC1=O)C(F)(F)F)C)=O)O (3-(4-chloro-2-hydroxyphenyl)-1-methyl-6-trifluoromethyluracil). Yield: 70.3%. RXN SMILES: [Cl:1][C:2]1[CH:7]=[CH:6][C:5]([N:8]2[C:13](=[O:14])[CH:12]=[C:11]([C:15]([F:18])([F:17])[F:16])[N:10]([CH3:19])[C:9]2=[O:20])=[C:4]([O:21]C)[CH:3]=1.B(Br)(Br)Br.C(=O)([O-])O.[Na+]>ClCCl>[Cl:1][C:2]1[CH:7]=[CH:6][C:5]([N:8]2[C:13](=[O:14])[CH:12]=[C:11]([C:15]([F:18])([F:16])[F:17])[N:10]([CH3:19])[C:9]2=[O:20])=[C:4]([OH:21])[CH:3]=1 |f:2.3|. Procedure details: 41.0 g (122.5 mmol) of 3-(4-chloro-2-methoxyphenyl)-1-methyl-6-trifluoromethyluracil was dissolved in 1000 ml of dichloromethane, and 470 ml (470.8 mmol) of boron tribromide (1.0M dichloromethane solution) was dropwise added at from -10° C. to -5° C. After stirring at room temperature for 3 hours, the reaction solution was poured into ice water and neutralized with sodium hydrogencarbonate. It was extracted with dichloromethane. The organic layer was washed sequentially with water and a saturate...